From a dataset of the Open Reaction Database (ORD), a public repository of structured organic reaction records. describe an organic reaction: reactants, conditions, products, and yield Reactants: COC([C@@H](NC([C@H](NS(=O)(=O)CC1=CC=CC=C1)[C@H](C)CC)=O)CCSC)=O (N-(benzylsulfonyl)-D-isoleucyl-L-methionine methyl ester), Cl (hydrogen chloride). The solvent is C(C)O (ethanol), [OH-].[Na+] (sodium hydroxide). Conditions: time 1 hour. The product is C(C1=CC=CC=C1)S(=O)(=O)N[C@H]([C@H](C)CC)C(=O)N[C@@H](CCSC)C(=O)O (N-(benzylsulfonyl)-D-isoleucyl-L-methionine). Yield: 100.0%. RXN SMILES: C[O:2][C:3](=[O:28])[C@H:4]([CH2:24][CH2:25][S:26][CH3:27])[NH:5][C:6](=[O:23])[C@@H:7]([C@@H:19]([CH2:21][CH3:22])[CH3:20])[NH:8][S:9]([CH2:12][C:13]1[CH:18]=[CH:17][CH:16]=[CH:15][CH:14]=1)(=[O:11])=[O:10].Cl>C(O)C.[OH-].[Na+]>[CH2:12]([S:9]([NH:8][C@@H:7]([C:6]([NH:5][C@H:4]([C:3]([OH:28])=[O:2])[CH2:24][CH2:25][S:26][CH3:27])=[O:23])[C@@H:19]([CH2:21][CH3:22])[CH3:20])(=[O:11])=[O:10])[C:13]1[CH:14]=[CH:15][CH:16]=[CH:17][CH:18]=1 |f:3.4|. Procedure: To a solution of N-(benzylsulfonyl)-D-isoleucyl-L-methionine methyl ester (6.4 g, 14.9 mmol) in ethanol (30 ml), 2N aqueous sodium hydroxide (30 ml) was added and stirred at room temperature. After 1 hour, the reaction mixture was adjusted to pH 2 with 2N aqueous hydrogen chloride and then extracted with ethyl acetate. The ethyl acetate layer was washed with saturated brine and then dried over anhydrous magnesium sulfate. Magnesium sulfate was filtered off and the filtrate was concentrated under... The product is O=C(COc1ccc(CCCCNC(=O)OCc2ccccc2)cc1)Nc1ccccc1. Reactants: O=C(O)COc1ccc(CCCCNC(=O)OCc2ccccc2)cc1, CN(C)c1ccncc1, ClCCl, Nc1ccccc1. Reaction SMILES: [CH2:1]([c:2]1[cH:3][cH:4][cH:5][cH:6][cH:7]1)[O:8][C:9](=[O:10])[NH:11][CH2:12][CH2:13][CH2:14][CH2:15][c:16]1[cH:17][cH:18][c:19]([O:20][CH2:21][C:22](=[O:23])[OH:24])[cH:25][cH:26]1.[CH3:34][N:35]([c:36]1[cH:37][cH:38][n:39][cH:40][cH:41]1)[CH3:42].[Cl:43][CH2:44][Cl:45].[NH2:27][c:28]1[cH:29][cH:30][cH:31][cH:32][cH:33]1>>[CH2:1]([c:2]1[cH:3][cH:4][cH:5][cH:6][cH:7]1)[O:8][C:9](=[O:10])[NH:11][CH2:12][CH2:13][CH2:14][CH2:15][c:16]1[cH:17][cH:18][c:19]([O:20][CH2:21][C:22](=[O:24])[NH:27][c:28]2[cH:29][cH:30][cH:31][cH:32][cH:33]2)[cH:25][cH:26]1.